This data is from the Open Reaction Database (ORD), a public repository of structured organic reaction records. The task is: describe an organic reaction: reactants, conditions, products, and yield Starting materials: FC1=C(OC2=C3C(=NC=C2)N(C=C3)COCC[Si](C)(C)C)C=CC(=C1)[N+](=O)[O-] (4-(2-fluoro-4-nitrophenoxy)-1-((2-(trimethylsilyl)ethoxy) methyl)-1H-pyrrolo[2,3-b]pyridine), C1CC(=O)N(C1=O)Br (NBS). Solvent: C(C)#N (acetonitrile), C(C)#N (acetonitrile). Reaction conditions: temperature 0 celsius, time 30 minute. Yields the product BrC1=CN(C2=NC=CC(=C21)OC2=C(C=C(C=C2)[N+](=O)[O-])F)COCC[Si](C)(C)C (3-Bromo-4-(2-fluoro-4-nitrophenoxy)-1-((2-(trimethylsilyl)ethoxy)methyl)-1H-pyrrolo[2,3-b]pyridine). Yield: 98.4%. RXN SMILES: [F:1][C:2]1[CH:25]=[C:24]([N+:26]([O-:28])=[O:27])[CH:23]=[CH:22][C:3]=1[O:4][C:5]1[CH:10]=[CH:9][N:8]=[C:7]2[N:11]([CH2:14][O:15][CH2:16][CH2:17][Si:18]([CH3:21])([CH3:20])[CH3:19])[CH:12]=[CH:13][C:6]=12.C1C(=O)N([Br:36])C(=O)C1>C(#N)C>[Br:36][C:13]1[C:6]2[C:7](=[N:8][CH:9]=[CH:10][C:5]=2[O:4][C:3]2[CH:22]=[CH:23][C:24]([N+:26]([O-:28])=[O:27])=[CH:25][C:2]=2[F:1])[N:11]([CH2:14][O:15][CH2:16][CH2:17][Si:18]([CH3:21])([CH3:20])[CH3:19])[CH:12]=1. Reported procedure: To a solution of 4-(2-fluoro-4-nitrophenoxy)-1-((2-(trimethylsilyl)ethoxy) methyl)-1H-pyrrolo[2,3-b]pyridine (2.40 g, 5.96 mmol) in 20 mL of acetonitrile at 0° C. was added a solution of NBS (1.01 g, 5.69 mmol, Aldrich) in 10 mL of acetonitrile. The reaction mixture was stirred at 0° C. for 30 min, quenched by the addition of cold water (50 mL), and extracted with EtOAc (3×120 mL). The combined organic extracts were dried (MgSO4) and concentrated in vacuo. The residue was purified by flash chrom...